From a dataset of the Open Reaction Database (ORD), a public repository of structured organic reaction records. describe an organic reaction: reactants, conditions, products, and yield Reactants: BrC=1C=C2C(=NC1)N(C=C2I)[Si](C(C)C)(C(C)C)C(C)C (5-bromo-3-iodo-1-triisopropylsilanyl-1H-pyrrolo[2,3-b]pyridine), ClCCl (dichloromethane), O (water), COC1=C(C=CC=C1)B(O)O (2-methoxyphenylboronic acid), (1,1′-bis(diphenyl-phosphino)ferrocene)palladium(II)-dichloride dichloromethane. The solvent is C(C)#N (acetonitrile), C1(=CC=CC=C1)C (toluene), saturated aqueous solution, C([O-])(O)=O.[Na+] (sodium bicarbonate). Reaction conditions: temperature 65 celsius. Product: BrC=1C=C2C(=NC1)N(C=C2C2=C(C=CC=C2)OC)[Si](C(C)C)(C(C)C)C(C)C (5-bromo-3-(2-methoxy-phenyl)-1-triisopropylsilanyl-1H-pyrrolo[2,3-b]pyridine). The yield is 72.9%. Reaction SMILES: [Br:1][C:2]1[CH:3]=[C:4]2[C:10](I)=[CH:9][N:8]([Si:12]([CH:19]([CH3:21])[CH3:20])([CH:16]([CH3:18])[CH3:17])[CH:13]([CH3:15])[CH3:14])[C:5]2=[N:6][CH:7]=1.[CH3:22][O:23][C:24]1[CH:29]=[CH:28][CH:27]=[CH:26][C:25]=1B(O)O.ClCCl.O>C(#N)C.C1(C)C=CC=CC=1.C(=O)(O)[O-].[Na+]>[Br:1][C:2]1[CH:3]=[C:4]2[C:10]([C:25]3[CH:26]=[CH:27][CH:28]=[CH:29][C:24]=3[O:23][CH3:22])=[CH:9][N:8]([Si:12]([CH:19]([CH3:21])[CH3:20])([CH:16]([CH3:18])[CH3:17])[CH:13]([CH3:15])[CH3:14])[C:5]2=[N:6][CH:7]=1 |f:6.7|. Procedure details: 1.01 g (2.10 mmol) of 5-bromo-3-iodo-1-triisopropylsilanyl-1H-pyrrolo[2,3-b]pyridine, 336 mg of 2-methoxyphenylboronic acid, and 75 mg of (1,1′-bis(diphenyl-phosphino)ferrocene)palladium(II)-dichloride dichloromethane adduct were placed in a Smith® vial and dissolved in a mixture of 15 ml of acetonitrile, 5 ml of toluene, and 7 ml of a saturated aqueous solution, of sodium bicarbonate. The mixture was heated to 65° C. for 4 h and then cooled to room temperature. The crude was distributed between... The reactants are C(C)OC1=C(C(=O)OCC2=CC=CC=C2)C=CC(=C1)CC(=O)NC(C1=C(C=CC=C1)N1CCCCC1)COC(C)=O (benzyl 2-ethoxy-4-[N-(α-acetoxymethyl-2-piperidino-benzyl)-aminocarbonylmethyl]-benzoate). Solvent: C(C)O (ethanol). Yields the product C(C)OC1=C(C(=O)O)C=CC(=C1)CC(=O)NC(C1=C(C=CC=C1)N1CCCCC1)COC(C)=O (2-Ethoxy-4-[N-(α-acetoxymethyl-2-piperidino-benzyl)-aminocarbonylmethyl]-benzoic acid). RXN SMILES: [CH2:1]([O:3][C:4]1[CH:19]=[C:18]([CH2:20][C:21]([NH:23][CH:24]([CH2:37][O:38][C:39](=[O:41])[CH3:40])[C:25]2[CH:30]=[CH:29][CH:28]=[CH:27][C:26]=2[N:31]2[CH2:36][CH2:35][CH2:34][CH2:33][CH2:32]2)=[O:22])[CH:17]=[CH:16][C:5]=1[C:6]([O:8]CC1C=CC=CC=1)=[O:7])[CH3:2]>C(O)C>[CH2:1]([O:3][C:4]1[CH:19]=[C:18]([CH2:20][C:21]([NH:23][CH:24]([CH2:37][O:38][C:39](=[O:41])[CH3:40])[C:25]2[CH:30]=[CH:29][CH:28]=[CH:27][C:26]=2[N:31]2[CH2:36][CH2:35][CH2:34][CH2:33][CH2:32]2)=[O:22])[CH:17]=[CH:16][C:5]=1[C:6]([OH:8])=[O:7])[CH3:2]. Procedure details: Prepared analogously to Example 68 by catalytic hydrogenation of benzyl 2-ethoxy-4-[N-(α-acetoxymethyl-2-piperidino-benzyl)-aminocarbonylmethyl]-benzoate in ethanol. Reactants: CC(C)(C)[Si](C)(C)Cl, CN(C)C=O, O=C(CCO)c1ccccc1, c1c[nH]cn1. Product: CC(C)(C)[Si](C)(C)OCCC(=O)c1ccccc1. As a reaction SMILES: [C:1]([CH3:2])([CH3:3])([CH3:4])[Si:5]([CH3:6])([CH3:7])[Cl:8].[CH3:25][N:26]([CH3:27])[CH:28]=[O:29].[OH:9][CH2:10][CH2:11][C:12](=[O:13])[c:14]1[cH:15][cH:16][cH:17][cH:18][cH:19]1.[nH:20]1[cH:21][cH:22][n:23][cH:24]1>>[C:1]([CH3:2])([CH3:3])([CH3:4])[Si:5]([CH3:6])([CH3:7])[O:9][CH2:10][CH2:11][C:12](=[O:13])[c:14]1[cH:15][cH:16][cH:17][cH:18][cH:19]1. Reactants: ice water, C(C1=CC=CC=C1)Br (Benzyl bromide), BrC1=CC=C(C(=N1)C(=O)OC)O (methyl 6-bromo-3-hydroxypicolinate), C(=O)([O-])[O-].[K+].[K+] (K2CO3). Solvent: CN(C)C=O (DMF). Conditions: temperature 60 celsius, time 2.5 hour. The product is C(C1=CC=CC=C1)OC=1C(=NC(=CC1)Br)C(=O)OC (methyl 3-(benzyloxy)-6-bromopicolinate). Reaction SMILES: [CH2:1](Br)[C:2]1[CH:7]=[CH:6][CH:5]=[CH:4][CH:3]=1.[Br:9][C:10]1[N:15]=[C:14]([C:16]([O:18][CH3:19])=[O:17])[C:13]([OH:20])=[CH:12][CH:11]=1.C([O-])([O-])=O.[K+].[K+]>CN(C=O)C>[CH2:1]([O:20][C:13]1[C:14]([C:16]([O:18][CH3:19])=[O:17])=[N:15][C:10]([Br:9])=[CH:11][CH:12]=1)[C:2]1[CH:7]=[CH:6][CH:5]=[CH:4][CH:3]=1 |f:2.3.4|. Procedure: Benzyl bromide (3.87 g, 22.6 mmol), was added to a suspension of methyl 6-bromo-3-hydroxypicolinate (5.00 g, 21.6 mmol) and K2CO3 (5.96 g, 43.1 mmol) in anhydrous DMF (40 mL). The reaction mixture was heated at 60° C. for 18 hours, cooled to rt, and poured into an ice/water mixture. After stirring for 2.5 hours, the precipitate was collected by filtration, washed with water, and dried to provide the desired product methyl 3-(benzyloxy)-6-bromopicolinate (29A). Starting materials: C(#N)[C@@H]1C[C@H](C1)C(C)NC(=O)C1=CN(C2=NC=C(N=C21)C2=NN(C1=CC(=CC=C21)F)C)COCC[Si](C)(C)C (2-(6-fluoro-1-methyl-1H-indazol-3-yl)-5-(2-trimethylsilanylethoxymethyl)-5H-pyrrolo[2,3-b]pyrazine-7-carboxylic acid [1-(trans-3-cyano-cyclobutyl)-ethyl]-amide), C(=O)(C(F)(F)F)O (TFA), C(CN)N (ethylene diamine). Run in C(Cl)Cl (CH2Cl2). Run at time 3 hour. Product: C(#N)[C@@H]1C[C@H](C1)C(C)NC(=O)C1=CNC2=NC=C(N=C21)C2=NN(C1=CC(=CC=C21)F)C (2-(6-fluoro-1-methyl-1H-indazol-3-yl)-5H-pyrrolo[2,3-b]pyrazine-7-carboxylic acid [1-(trans-3-cyanocyclobutyl)-ethyl]-amide). Yield: 56.9%. RXN SMILES: [C:1]([C@H:3]1[CH2:6][C@H:5]([CH:7]([NH:9][C:10]([C:12]2[C:20]3[C:15](=[N:16][CH:17]=[C:18]([C:21]4[C:29]5[C:24](=[CH:25][C:26]([F:30])=[CH:27][CH:28]=5)[N:23]([CH3:31])[N:22]=4)[N:19]=3)[N:14](COCC[Si](C)(C)C)[CH:13]=2)=[O:11])[CH3:8])[CH2:4]1)#[N:2].C(O)(C(F)(F)F)=O.C(N)CN>C(Cl)Cl>[C:1]([C@H:3]1[CH2:6][C@H:5]([CH:7]([NH:9][C:10]([C:12]2[C:20]3[C:15](=[N:16][CH:17]=[C:18]([C:21]4[C:29]5[C:24](=[CH:25][C:26]([F:30])=[CH:27][CH:28]=5)[N:23]([CH3:31])[N:22]=4)[N:19]=3)[NH:14][CH:13]=2)=[O:11])[CH3:8])[CH2:4]1)#[N:2]. Reported procedure: To a solution of 2-(6-fluoro-1-methyl-1H-indazol-3-yl)-5-(2-trimethylsilanylethoxymethyl)-5H-pyrrolo[2,3-b]pyrazine-7-carboxylic acid [1-(trans-3-cyano-cyclobutyl)-ethyl]-amide (44 mg, 0.08 mmol) in CH2Cl2 (2 mL) was added TFA (1 mL, 13.0 mmol). The bright yellow-orange reaction mixture was stirred at room temperature for 3 h then concentrated. The residue was redissolved in CH2Cl2 (2 mL) and ethylene diamine (0.4 mL, 6.0 mmol) was added. The reaction mixture was stirred at room temperature for ... Starting materials: C(#N)C=1C(=C(C(=CC1Br)Br)CCC(=O)O)Br (3-(3-cyano-2,4,6-tribromophenyl)propionic acid), [OH-].[Na+] (caustic soda). Solvent: O (water). Conditions: temperature 60 celsius, time 3 hour. Yields the product C(N)(=O)C=1C(=C(C(=CC1Br)Br)CCC(=O)O)Br (3-(3-carbamoyl-2,4,6-tribromophenyl)propionic acid). Yield: 117.9%. RXN SMILES: [C:1]([C:3]1[C:4]([Br:16])=[C:5]([CH2:11][CH2:12][C:13]([OH:15])=[O:14])[C:6]([Br:10])=[CH:7][C:8]=1[Br:9])#[N:2].[OH-:17].[Na+]>O>[C:1]([C:3]1[C:4]([Br:16])=[C:5]([CH2:11][CH2:12][C:13]([OH:15])=[O:14])[C:6]([Br:10])=[CH:7][C:8]=1[Br:9])(=[O:17])[NH2:2] |f:1.2|. Procedure: 13 g of 3-(3-cyano-2,4,6-tribromophenyl)propionic acid is introduced into a solution of 3.2 g of caustic soda in 64 ml of water. The solution is then stirred for 3 hours at 60° C., filtered repeatedly over active carbon to decolorize, and subsequently the filtrate is brought to pH 1 by the addition of concentrated hydrochloric acid. The precipitate is vacuum-filtered, washed with water, and dried at 50° C., thus obtaining 16 g (95% of theory) of 3-(3-carbamoyl-2,4,6-tribromophenyl)propionic acid...